This data is from the Open Reaction Database (ORD), a public repository of structured organic reaction records. The task is: describe an organic reaction: reactants, conditions, products, and yield Reactants: C(C)C1C(C(C(N1C1=CC(=C(C#N)C=C1)C(F)(F)F)=O)(C)C)=O (4-(5-ethyl-3,3-dimethyl-2,4-dioxopyrrolidin-1-yl)-2-(trifluoromethyl)benzonitrile), C(C)(CC)[BH-](C(C)CC)C(C)CC.[Li+].C1CCOC1 (lithium tri(sec-butyl)borohydride THF). Product: C(C)[C@@H]1[C@@H](C(C(N1C1=CC(=C(C#N)C=C1)C(F)(F)F)=O)(C)C)O (rac-4-[(4R,5R)-5-ethyl-4-hydroxy-3,3-dimethyl-2-oxopyrrolidin-1-yl]-2-(trifluoromethyl)benzonitrile), solid. Yield: 63.0%. RXN SMILES: [CH2:1]([CH:3]1[N:7]([C:8]2[CH:15]=[CH:14][C:11]([C:12]#[N:13])=[C:10]([C:16]([F:19])([F:18])[F:17])[CH:9]=2)[C:6](=[O:20])[C:5]([CH3:22])([CH3:21])[C:4]1=[O:23])[CH3:2].C([BH-](C(CC)C)C(CC)C)(CC)C.[Li+].C1COCC1>>[CH2:1]([C@H:3]1[N:7]([C:8]2[CH:15]=[CH:14][C:11]([C:12]#[N:13])=[C:10]([C:16]([F:17])([F:18])[F:19])[CH:9]=2)[C:6](=[O:20])[C:5]([CH3:22])([CH3:21])[C@H:4]1[OH:23])[CH3:2] |f:1.2.3|. Procedure: Using 4-(5-ethyl-3,3-dimethyl-2,4-dioxopyrrolidin-1-yl)-2-(trifluoromethyl)benzonitrile (120 mg) and lithium tri(sec-butyl)borohydride-THF solution (0.555 mL, 1 mol/L), and in the same manner as in Example 5, the title compound was obtained as a colorless solid (yield: 76 mg, 63%). RXN SMILES: [CH:32]([Cl:33])([Cl:34])[Cl:35].[Cl:1][c:2]1[cH:3][cH:4][cH:5][c:6]([C:7]([O:8][OH:10])=[O:9])[cH:11]1.[F:12][c:13]1[c:14]([CH2:15][S:16](=[O:17])[C:18]2=[N:19][O:20][C:21]([CH3:23])([CH2:24][CH3:25])[CH2:22]2)[c:26]([F:30])[cH:27][cH:28][cH:29]1.[OH2:31]>>[O:9]=[S:16]([CH2:15][c:14]1[c:13]([F:12])[cH:29][cH:28][cH:27][c:26]1[F:30])(=[O:17])[C:18]1=[N:19][O:20][C:21]([CH3:23])([CH2:24][CH3:25])[CH2:22]1. Starting materials: ClC(Cl)Cl, O=C(OO)c1cccc(Cl)c1, CCC1(C)CC(S(=O)Cc2c(F)cccc2F)=NO1, O. The product is CCC1(C)CC(S(=O)(=O)Cc2c(F)cccc2F)=NO1. RXN SMILES: [N+:1]([C:4]1[CH:12]=[CH:11][C:7]([C:8]([OH:10])=O)=[C:6]([C:13]2[CH:18]=[CH:17][CH:16]=[CH:15][C:14]=2[CH3:19])[CH:5]=1)([O-:3])=[O:2].[CH3:20][O:21][C:22](=[O:29])[C@H:23]([CH2:25][CH:26]([CH3:28])[CH3:27])[NH2:24].CCN=C=NCCCN(C)C.C1C=CC2N(O)N=NC=2C=1>>[CH3:20][O:21][C:22](=[O:29])[C@H:23]([CH2:25][CH:26]([CH3:28])[CH3:27])[NH:24][C:8](=[O:10])[C:7]1[CH:11]=[CH:12][C:4]([N+:1]([O-:3])=[O:2])=[CH:5][C:6]=1[C:13]1[CH:18]=[CH:17][CH:16]=[CH:15][C:14]=1[CH3:19]. Reactants: [N+](=O)([O-])C1=CC(=C(C(=O)O)C=C1)C1=C(C=CC=C1)C (4-nitro-2-(2-tolyl)benzoic acid), C=1C=CC2=C(C1)N=NN2O (HOBT), COC([C@@H](N)CC(C)C)=O ((L)-leucine methyl ester), CCN=C=NCCCN(C)C (EDCI). Yield: 99.0%. The product is COC([C@@H](NC(C1=C(C=C(C=C1)[N+](=O)[O-])C1=C(C=CC=C1)C)=O)CC(C)C)=O (N-[4-Nitro-2-(2-methylphenyl)benzoyl]leucine Methyl Ester). Reported procedure: 4-nitro-2-(2-tolyl)benzoic acid (1.72 g, 6.7 mmol) was coupled with (L)-leucine methyl ester in the presence of EDCI and HOBT to give the desired compound (2.55 g, 99% yield). 1H NMR (CDCl3) δ 8.29 (d, J=8.7 Hz, 1H), 8.10-8.16 (m, 2H), 7.18-7.42 (m, 4H), 5.76 (d, J=7.6 Hz, 1H), 4.49 (br m, 1H), 3.66 (s, 3H), 2.19 (s, 1H), 2.08 (s, 2H), 1.30-1.39 (m, 1H), 1.02-1.09 (m, 2H), 0.75-0.80 (dd, J=6.7 and 7.1 Hz, 6H).